From a dataset of the Open Reaction Database (ORD), a public repository of structured organic reaction records. describe an organic reaction: reactants, conditions, products, and yield Starting materials: CC1=NOC(=C1NC(=O)O[C@H](C)C1=CC=CC=C1)C1=CC=C(C=C1)C1=CC=C(C=C1)C1(CC1)C(=O)O (1-{4′-[3-Methyl-4-((R)-1-phenyl-ethoxycarbonylamino)-isoxazol-5-yl]-biphenyl-4-yl}-cyclopropanecarboxylic acid), C(C)(C)N(CC)C(C)C (Diisopropylethylamine), CS(=O)(=O)N (methanesulfonamide), N,N′-carbonyldiimidazole. Solvent: C1CCOC1 (THF). Reaction conditions: temperature 65 celsius, time 8 hour. Yields the product C1(=CC=CC=C1)[C@@H](C)OC(NC=1C(=NOC1C1=CC=C(C=C1)C1=CC=C(C=C1)C1(CC1)C(=O)NS(=O)(=O)C)C)=O ({5-[4′-(1-Methanesulfonylaminocarbonyl-cyclopropyl)-biphenyl-4-yl]-3-methyl-isoxazol-4-yl}-carbamic acid (R)-1-phenyl-ethyl ester). As a reaction SMILES: [CH3:1][C:2]1[C:6]([NH:7][C:8]([O:10][C@@H:11]([C:13]2[CH:18]=[CH:17][CH:16]=[CH:15][CH:14]=2)[CH3:12])=[O:9])=[C:5]([C:19]2[CH:24]=[CH:23][C:22]([C:25]3[CH:30]=[CH:29][C:28]([C:31]4([C:34](O)=[O:35])[CH2:33][CH2:32]4)=[CH:27][CH:26]=3)=[CH:21][CH:20]=2)[O:4][N:3]=1.[CH3:37][S:38]([NH2:41])(=[O:40])=[O:39].C(N(C(C)C)CC)(C)C>C1COCC1>[C:13]1([C@H:11]([O:10][C:8](=[O:9])[NH:7][C:6]2[C:2]([CH3:1])=[N:3][O:4][C:5]=2[C:19]2[CH:24]=[CH:23][C:22]([C:25]3[CH:26]=[CH:27][C:28]([C:31]4([C:34]([NH:41][S:38]([CH3:37])(=[O:40])=[O:39])=[O:35])[CH2:32][CH2:33]4)=[CH:29][CH:30]=3)=[CH:21][CH:20]=2)[CH3:12])[CH:18]=[CH:17][CH:16]=[CH:15][CH:14]=1. Reported procedure: 1-{4′-[3-Methyl-4-((R)-1-phenyl-ethoxycarbonylamino)-isoxazol-5-yl]-biphenyl-4-yl}-cyclopropanecarboxylic acid (0.1 g, 0.2 mmol), methanesulfonamide (0.08 g, 0.8 mmol), and N,N′-carbonyldiimidazole (0.15 g, 0.6 mmol) were combined in THF (4 mL). Diisopropylethylamine (0.5 mL) was added, and the reaction was stirred at 65° C. overnight. The mixture was acidified and extracted with CH2Cl2. The crude material was purified by silica gel chromatography (0-50% EtOAc in hexanes) to give the title compo... Starting materials: [BH3-]C#N, CO, CC=O, [Cl-], [Cl-], [Cl-], [Cl-], Cl, CC(C)(C)c1ccc(S(=O)(=O)NC(=O)C(Oc2ccc3c(c2)C(=O)NC3=O)c2ccc(N)cc2)cc1, [Na+], [Ti+4]. Product: CCNc1ccc(C(Oc2ccc3c(c2)C(=O)NC3=O)C(=O)NS(=O)(=O)c2ccc(C(C)(C)C)cc2)cc1. RXN SMILES: [C:40]([BH3-:41])#[N:42].[CH3:45][OH:46].[CH:37]([CH3:38])=[O:39].[Cl-:47].[Cl-:48].[Cl-:49].[Cl-:50].[ClH:44].[NH2:1][c:2]1[cH:3][cH:4][c:5]([CH:8]([C:9](=[O:10])[NH:11][S:12](=[O:13])(=[O:14])[c:15]2[cH:16][cH:17][c:18]([C:21]([CH3:22])([CH3:23])[CH3:24])[cH:19][cH:20]2)[O:25][c:26]2[cH:27][c:28]3[c:32]([cH:33][cH:34]2)[C:31](=[O:35])[NH:30][C:29]3=[O:36])[cH:6][cH:7]1.[Na+:43].[Ti+4:51]>>[NH:1]([c:2]1[cH:3][cH:4][c:5]([CH:8]([C:9](=[O:10])[NH:11][S:12](=[O:13])(=[O:14])[c:15]2[cH:16][cH:17][c:18]([C:21]([CH3:22])([CH3:23])[CH3:24])[cH:19][cH:20]2)[O:25][c:26]2[cH:27][c:28]3[c:32]([cH:33][cH:34]2)[C:31](=[O:35])[NH:30][C:29]3=[O:36])[cH:6][cH:7]1)[CH2:37][CH3:38]. Starting materials: CCCC(Br)CCC, CCc1cccc(CC)c1-c1cc2cc[nH]c2cn1, CCOC(C)=O, [H-], [Na+], CN(C)C=O, O. Reaction SMILES: [Br:22][CH:23]([CH2:24][CH2:25][CH3:26])[CH2:27][CH2:28][CH3:29].[CH2:1]([CH3:2])[c:3]1[c:4](-[c:11]2[cH:12][c:13]3[c:14]([cH:15][n:16]2)[nH:17][cH:18][cH:19]3)[c:5]([CH2:9][CH3:10])[cH:6][cH:7][cH:8]1.[CH3:36][CH2:37][O:38][C:39]([CH3:40])=[O:41].[H-:21].[Na+:20].[O:31]=[CH:32][N:33]([CH3:34])[CH3:35].[OH2:30]>>[CH2:1]([CH3:2])[c:3]1[c:4](-[c:11]2[cH:12][c:13]3[c:14]([cH:15][n:16]2)[n:17]([CH:23]([CH2:24][CH2:25][CH3:26])[CH2:27][CH2:28][CH3:29])[cH:18][cH:19]3)[c:5]([CH2:9][CH3:10])[cH:6][cH:7][cH:8]1. Product: CCCC(CCC)n1ccc2cc(-c3c(CC)cccc3CC)ncc21. The reactants are C(C)(=S)[O-].[K+] (potassium thioacetate), ClCC1SC2(SC1)CC(CC2)CC(=O)OCC (ethyl 2-(chloromethyl)-1,4-dithiaspiro[4.4]nonane-7-acetate). The solvent is O (water), CN(C)C=O (DMF). The product is C(C)(=O)SCC1SC2(SC1)CC(CC2)CC(=O)OCC (ethyl 2-[(acetylthio)methyl]-1,4-dithiaspiro[4.4]nonane-7-acetate). Isolated yield 103.5%. RXN SMILES: [C:1]([O-:4])(=[S:3])[CH3:2].[K+].Cl[CH2:7][CH:8]1[CH2:12][S:11][C:10]2([CH2:16][CH2:15][CH:14]([CH2:17][C:18]([O:20][CH2:21][CH3:22])=[O:19])[CH2:13]2)[S:9]1>CN(C=O)C.O>[C:1]([S:3][CH2:7][CH:8]1[CH2:12][S:11][C:10]2([CH2:16][CH2:15][CH:14]([CH2:17][C:18]([O:20][CH2:21][CH3:22])=[O:19])[CH2:13]2)[S:9]1)(=[O:4])[CH3:2] |f:0.1|. Procedure details: A mixture of potassium thioacetate (5.4 g, 0.047 mole) and a solution of the product of Example E (4.0 g, 0.013 mole) in DMF (40 ml) was stirred under nitrogen for 2 days at room temperature. The reaction mixture was diluted with water (200 ml) and extracted twice with ethyl acetate. The organic phase was washed with brine and dried (Na2SO4). The drying agent was filtered and the filtrate stripped on the rotary evaporator to give 4.5 g of the titled compound. This material was a single spot on T... Starting materials: CN(C)C=O, O=C(N1CCc2cc(S(=O)(=O)Cl)ccc21)C(F)(F)F, [H-], [Na+], O, O=c1[nH]cc(-c2ccccc2)[nH]1. The product is O=C(N1CCc2cc(S(=O)(=O)n3cc(-c4ccccc4)[nH]c3=O)ccc21)C(F)(F)F. As a reaction SMILES: [CH3:13][N:14]([CH3:15])[CH:16]=[O:17].[F:20][C:21]([C:22](=[O:23])[N:24]1[CH2:25][CH2:26][c:27]2[cH:28][c:29]([S:33](=[O:34])(=[O:35])[Cl:36])[cH:30][cH:31][c:32]21)([F:37])[F:38].[H-:18].[Na+:19].[OH2:39].[c:1]1(-[c:7]2[nH:8][c:9](=[O:12])[nH:10][cH:11]2)[cH:2][cH:3][cH:4][cH:5][cH:6]1>>[c:1]1(-[c:7]2[nH:8][c:9](=[O:12])[n:10]([S:33]([c:29]3[cH:28][c:27]4[c:32]([cH:31][cH:30]3)[N:24]([C:22]([C:21]([F:20])([F:37])[F:38])=[O:23])[CH2:25][CH2:26]4)(=[O:34])=[O:35])[cH:11]2)[cH:2][cH:3][cH:4][cH:5][cH:6]1.